Dataset: the Open Reaction Database (ORD), a public repository of structured organic reaction records. Task: describe an organic reaction: reactants, conditions, products, and yield Reactants: ClC=1C=CC=C(C1)SC(C(C(=O)O)(O)[N+](=O)[O-])C1=CC=C(C=C1)OC (5-chloro-2-nitrophenylthio-2-hydroxy-3-(4-methoxyphenyl)propionic acid), solution, [K] (potassium), Cl.N[C@@H](CCCCN)C(=O)O (L-lysine.hydrochloride). Solvent: CO (methanol). Yields the product N[C@@H](CCCCN)C(=O)O (L-lysine). RXN SMILES: ClC1C=CC=C(SC(C2C=CC(OC)=CC=2)C([N+]([O-])=O)(O)C(O)=O)C=1.Cl.[NH2:27][C@H:28]([C:34]([OH:36])=[O:35])[CH2:29][CH2:30][CH2:31][CH2:32][NH2:33].[K]>CO>[NH2:27][C@H:28]([C:34]([OH:36])=[O:35])[CH2:29][CH2:30][CH2:31][CH2:32][NH2:33] |f:1.2,^1:36|. Reported procedure: 8.04 g of (±)-threo-3-(5-chloro-2-nitrophenylthio-2-hydroxy-3-(4-methoxyphenyl)propionic acid are dissolved in 110 ml of methanol, and 3.85 g of L-lysine.hydrochloride are added thereto. 21 ml of a solution of 1N potassium hydroxidemethanol are added to the mixture under ice-cooling, and the mixture is allowed to stand at room temperature. Crystalline precipitates are collected by filtration (the mother liquor is hereinafter referred to as "mother liquor (I)"). The crystals (10.56 g) are recryst... Reactants: C(C)(=O)OC(C)=O (Acetic anhydride), FC1=C(C=CC(=C1)F)[C@@]12N=C(SC[C@@H]1C[C@@H](OC2)C=O)NC(C2=CC=CC=C2)=O (N-[(4aR,6R,8aS)-8a-(2,4-difluorophenyl)-6-formyl-4,4a,5,6,8,8a-hexahydropyrano[3,4-d][1,3]thiazin-2-yl]benzamide), C([O-])([O-])=O.[K+].[K+] (potassium carbonate). The solvent is C(C)#N (acetonitrile). Reaction conditions: time 18 hour. Product: C(C)(=O)OC=C1C[C@@H]2[C@@](N=C(SC2)NC(C2=CC=CC=C2)=O)(CO1)C1=C(C=C(C=C1)F)F ([(4aR,8aS)-2-(benzoylamino)-8a-(2,4-difluorophenyl)-4a,5,8,8a-tetrahydropyrano[3,4-d][1,3]thiazin-6(4H)-ylidene]methyl acetate). As a reaction SMILES: [C:1]([O:4][C:5](=[O:7])[CH3:6])(=O)[CH3:2].[F:8][C:9]1[CH:14]=[C:13]([F:15])[CH:12]=[CH:11][C:10]=1[C@:16]12[CH2:25][O:24][C@@H](C=O)[CH2:22][C@H:21]1[CH2:20][S:19][C:18]([NH:28][C:29](=[O:36])[C:30]1[CH:35]=[CH:34][CH:33]=[CH:32][CH:31]=1)=[N:17]2.C(=O)([O-])[O-].[K+].[K+]>C(#N)C>[C:5]([O:4][CH:1]=[C:2]1[O:24][CH2:25][C@:16]2([C:10]3[CH:11]=[CH:12][C:13]([F:15])=[CH:14][C:9]=3[F:8])[N:17]=[C:18]([NH:28][C:29](=[O:36])[C:30]3[CH:31]=[CH:32][CH:33]=[CH:34][CH:35]=3)[S:19][CH2:20][C@@H:21]2[CH2:22]1)(=[O:7])[CH3:6] |f:2.3.4|. Procedure details: Acetic anhydride (1.5 mL, 16 mmol) was added to a slurry of N-[(4aR,6R,8aS)-8a-(2,4-difluorophenyl)-6-formyl-4,4a,5,6,8,8a-hexahydropyrano[3,4-d][1,3]thiazin-2-yl]benzamide (P3) (661 mg, 1.59 mmol) and potassium carbonate (1.34 g, 9.70 mmol) in acetonitrile (16 mL). After the flask had been flushed with nitrogen, the reaction mixture was heated at reflux for 2.5 hours, then allowed to cool to room temperature and stir for 18 hours. The slurry was diluted with ethyl acetate and filtered; the soli... Reactants: Cc1ccc(B(O)O)cc1, FC(F)(F)c1onc(-c2ccccc2)c1-c1c[nH]cn1. Yields the product Cc1ccc(-n2cnc(-c3c(-c4ccccc4)noc3C(F)(F)F)c2)cc1. As a reaction SMILES: [c:21]1([CH3:30])[cH:22][cH:23][c:24]([B:27]([OH:28])[OH:29])[cH:25][cH:26]1.[nH:1]1[cH:2][n:3][c:4](-[c:6]2[c:7](-[c:15]3[cH:16][cH:17][cH:18][cH:19][cH:20]3)[n:8][o:9][c:10]2[C:11]([F:12])([F:13])[F:14])[cH:5]1>>[n:1]1(-[c:24]2[cH:23][cH:22][c:21]([CH3:30])[cH:26][cH:25]2)[cH:2][n:3][c:4](-[c:6]2[c:7](-[c:15]3[cH:16][cH:17][cH:18][cH:19][cH:20]3)[n:8][o:9][c:10]2[C:11]([F:12])([F:13])[F:14])[cH:5]1. Starting materials: Cl (hydrogen chloride), [H][H] (hydrogen), C(C1=CC=CC=C1)N1C(C(C2=C(C=CC(=C12)C)O)(C)C)=O (1-benzyl-2,3-dihydro-4-hydroxy-3,3,7-trimethyl-1H-indol-2-one). Reagents/catalysts: [C].[Pd] (palladium-carbon). Run in C(C)(=O)O (acetic acid), C(C)(=O)OCC (ethyl acetate). Conditions: temperature 80 celsius, time 2.5 hour. Product: OC1=C2C(C(NC2=C(C=C1)C)=O)(C)C (2,3-Dihydro-4-hydroxy-3,3,7-trimethyl-1H-indol-2-one). As a reaction SMILES: C([N:8]1[C:16]2[C:11](=[C:12]([OH:18])[CH:13]=[CH:14][C:15]=2[CH3:17])[C:10]([CH3:20])([CH3:19])[C:9]1=[O:21])C1C=CC=CC=1.[H][H].Cl>C(O)(=O)C.[C].[Pd].C(OCC)(=O)C>[OH:18][C:12]1[CH:13]=[CH:14][C:15]([CH3:17])=[C:16]2[C:11]=1[C:10]([CH3:20])([CH3:19])[C:9](=[O:21])[NH:8]2 |f:4.5|. Reported procedure: 41.0 g (146 mmol) of 1-benzyl-2,3-dihydro-4-hydroxy-3,3,7-trimethyl-1H-indol-2-one was dissolved in 11 of acetic acid. After the addition of 82 g of a 10% palladium-carbon catalyst, the reaction atmosphere was replaced with hydrogen and 40 ml (160 mmol) of 4N hydrogen chloride solution in ethyl acetate was added, following which the mixture was stirred for 2.5 hours over a water bath at 80° C. The catalyst was removed by filtration and the filtrate was concentrated under reduced pressure. The re...